Dataset: the Open Reaction Database (ORD), a public repository of structured organic reaction records. Task: describe an organic reaction: reactants, conditions, products, and yield Starting materials: C(CCC)N(CC(C)O)CC(C)O (N-n-butyl-bis-(2-hydroxypropyl)amine), C1(=CC=CC=C1)/C=C/C(C)=O (trans-4-phenyl-3-buten-2-one). Conditions: time 5 hour. Yields the product C(CCC)N1CC(OC(=C1)C)C (3,4-dihydro-4-n-butyl-2,6-dimethyl-2H-1,4-oxazine). Isolated yield 51.0%. As a reaction SMILES: [CH2:1]([N:5]([CH2:10][CH:11]([OH:13])[CH3:12])[CH2:6][CH:7](O)[CH3:8])[CH2:2][CH2:3][CH3:4].C1(/C=C/C(=O)C)C=CC=CC=1>>[CH2:1]([N:5]1[CH:6]=[C:7]([CH3:8])[O:13][CH:11]([CH3:12])[CH2:10]1)[CH2:2][CH2:3][CH3:4]. Procedure details: N-n-butyl-bis-(2-hydroxypropyl)amine (60g, 0.32 mol) and trans-4-phenyl-3-buten-2-one (85g 10.58 mole) were subjected to a reaction as described in Example 1 above, except that the products stayed in the reaction flask and the reaction was held at 180° C. for 5 hours. A 51% yield of 3,4-dihydro-4-n-butyl-2,6-dimethyl-2H-1,4-oxazine was obtained. Reactants: ClCC1=CC=CC=2C(C(=C(OC21)C2=CC=CC=C2)C)=O (8-Chloromethyl-3-methyl-4-oxo-2-phenyl-4H-1-benzopyran), [N-]=[N+]=[N-].[Na+] (sodium azide), O (water), C(C)O (ethanol). Solvent: CN(C=O)C (dimethylformamide). Run at temperature 100 celsius, time 3 hour. The product is N(=[N+]=[N-])CC1=CC=CC=2C(C(=C(OC21)C2=CC=CC=C2)C)=O (8-Azidomethyl-3-methyl-4-oxo-2-phenyl-4H-1-benzopyran). As a reaction SMILES: Cl[CH2:2][C:3]1[C:12]2[O:11][C:10]([C:13]3[CH:18]=[CH:17][CH:16]=[CH:15][CH:14]=3)=[C:9]([CH3:19])[C:8](=[O:20])[C:7]=2[CH:6]=[CH:5][CH:4]=1.[N-:21]=[N+:22]=[N-:23].[Na+].O.C(O)C>CN(C)C=O>[N:21]([CH2:2][C:3]1[C:12]2[O:11][C:10]([C:13]3[CH:18]=[CH:17][CH:16]=[CH:15][CH:14]=3)=[C:9]([CH3:19])[C:8](=[O:20])[C:7]=2[CH:6]=[CH:5][CH:4]=1)=[N+:22]=[N-:23] |f:1.2|. Procedure: A mixture of 22.8 g of Intermediate XIX and 6.8 g of sodium azide in 110 ml of dimethylformamide was stirred for 3 hours at 100° C. After cooling to ambient temperature, 130 ml of water and 88 ml of ethanol were added to the reaction mixture. After 1 hour, the crystals were collected by vacuum filtration, washed with water, and desiccated. Yield: 22 g of the title product. A sample recrystallized from ethanol had a melting point of 132°-134° C. Reactants: [Li+].[BH4-] (LiBH4), CC1(C(=O)[O-])C(C=C(C(=O)[O-])C=C1)[N+](=O)[O-] (1-methyl-2-nitroterephthalate), CCOCC (ether), CO (MeOH). The solvent is C1CCOC1 (THF). Run at temperature 0 celsius, time 5 hour. Yields the product OCC1=C(C=C(C(=O)O)C=C1)[N+](=O)[O-] (4-Hydroxymethyl-3-nitro-benzoic acid). Reaction SMILES: C[C:2]1([CH:13]=[CH:12][C:8]([C:9]([O-:11])=[O:10])=[CH:7][CH:6]1[N+:14]([O-:16])=[O:15])[C:3]([O-])=[O:4].CCOCC.CO.[Li+].[BH4-]>C1COCC1>[OH:4][CH2:3][C:2]1[CH:13]=[CH:12][C:8]([C:9]([OH:11])=[O:10])=[CH:7][C:6]=1[N+:14]([O-:16])=[O:15] |f:3.4|. Procedure: To a suspension of 1-methyl-2-nitroterephthalate (10.2 g, 45.1 mmol) and 150 mL of anhydrous ether was added 5.2 mL of anhydrous MeOH at which point most of the solid went into solution. The solution was cooled to 0° C. and LiBH4 (in THF, 57.0 mL, 114.0 mmol, Aldrich) was added slowly over 50 min. Bubbles were generated. The resulting mixture was stirred at RT for 5 h, then heated to 35° C. TLC showed ˜20% conversion. 100 mL of anhydrous THF was added and the reaction was heated to 55° C. After ... Starting materials: CC1=CC2=C(CN(CCC2O)C)O1 (2,7-dimethyl-5,6,7,8-tetrahydro-4H-furo[2,3-c]azepin-4-ol), FC1=CC=C(C=C1)C(F)(F)F (4-fluoro benzotrifluoride). Product: CC1=CC2=C(CN(CCC2OC2=CC=C(C=C2)C(F)(F)F)C)O1 (2,7-Dimethyl-4-[4-(trifluoromethyl)phenyloxy]-5,6,7,8-tetrahydro-4H-furo[2,3-c]azepine). As a reaction SMILES: [CH3:1][C:2]1[O:13][C:5]2[CH2:6][N:7]([CH3:12])[CH2:8][CH2:9][CH:10]([OH:11])[C:4]=2[CH:3]=1.F[C:15]1[CH:20]=[CH:19][C:18]([C:21]([F:24])([F:23])[F:22])=[CH:17][CH:16]=1>>[CH3:1][C:2]1[O:13][C:5]2[CH2:6][N:7]([CH3:12])[CH2:8][CH2:9][CH:10]([O:11][C:15]3[CH:20]=[CH:19][C:18]([C:21]([F:24])([F:23])[F:22])=[CH:17][CH:16]=3)[C:4]=2[CH:3]=1. Procedure: The same method as in Example 1 was conducted using 2,7-dimethyl-5,6,7,8-tetrahydro-4H-furo[2,3-c]azepin-4-ol (Reference Example 20) instead of 6-methyl-4,5,6,7-tetrahydrothieno[2,3-c]pyridin-4-ol (Reference Example 6) and was conducted using 4-fluoro benzotrifluoride instead of 1-fluoronaphthalene to give the objective compound. Reactants: Nc1ccccc1, O, CCOP([O-])OCC, Oc1cccc2ccccc12. The product is c1ccc(Nc2cccc3ccccc23)cc1. RXN SMILES: [NH2:12][c:13]1[cH:14][cH:15][cH:16][cH:17][cH:18]1.[OH2:27].[P:19]([O-:20])([O:21][CH2:22][CH3:23])[O:24][CH2:25][CH3:26].[c:1]1([OH:11])[cH:2][cH:3][cH:4][c:5]2[cH:6][cH:7][cH:8][cH:9][c:10]12>>[c:1]1([NH:12][c:13]2[cH:14][cH:15][cH:16][cH:17][cH:18]2)[cH:2][cH:3][cH:4][c:5]2[cH:6][cH:7][cH:8][cH:9][c:10]12. Starting materials: CN1N=CC(=C1C(NCCC=1N=C(OC1C)C1=CC=CC=C1)=O)C(=O)O (1-methyl-5-(2-(5-methyl-2-phenyloxazol-4-yl)ethylcarbamoyl)-1H-pyrazole-4-carboxylic acid), N1CCCC1 (pyrrolidine), solid. The product is CC1=C(N=C(O1)C1=CC=CC=C1)CCNC(=O)C=1N(N=CC1C(=O)N1CCCC1)C (2-Methyl-4-(pyrrolidine-1-carbonyl)-2H-pyrazole-3-carboxylic acid [2-(5-methyl-2-phenyl-oxazol-4-yl)-ethyl]-amide). As a reaction SMILES: [CH3:1][N:2]1[C:6]([C:7](=[O:23])[NH:8][CH2:9][CH2:10][C:11]2[N:12]=[C:13]([C:17]3[CH:22]=[CH:21][CH:20]=[CH:19][CH:18]=3)[O:14][C:15]=2[CH3:16])=[C:5]([C:24]([OH:26])=O)[CH:4]=[N:3]1.[NH:27]1[CH2:31][CH2:30][CH2:29][CH2:28]1>>[CH3:16][C:15]1[O:14][C:13]([C:17]2[CH:22]=[CH:21][CH:20]=[CH:19][CH:18]=2)=[N:12][C:11]=1[CH2:10][CH2:9][NH:8][C:7]([C:6]1[N:2]([CH3:1])[N:3]=[CH:4][C:5]=1[C:24]([N:27]1[CH2:31][CH2:30][CH2:29][CH2:28]1)=[O:26])=[O:23]. Reported procedure: The product was obtained starting from 1-methyl-5-(2-(5-methyl-2-phenyloxazol-4-yl)ethylcarbamoyl)-1H-pyrazole-4-carboxylic acid (40 mg, 113 μmol) and pyrrolidine (8.03 mg, 9.34 μL, 113 μmol) according to the method described in example 37, step 3 as off-white solid (22.1 mg, 54.2 μmol, 48.0%). Reactants: F[B-](F)(F)F, CC(=O)NN, COc1ccc(CCNc2cc(C(=O)O)nc(OC)n2)cc1, CN(C)C=O, CCN(C(C)C)C(C)C, O, CN(C)C(On1nnc2ccccc21)=[N+](C)C. The product is COc1ccc(CCNc2cc(C(=O)NNC(C)=O)nc(OC)n2)cc1. RXN SMILES: [B-:32]([F:33])([F:34])([F:35])[F:36].[C:54]([CH3:55])(=[O:56])[NH:57][NH2:58].[CH3:1][O:2][c:3]1[n:4][c:5]([NH:12][CH2:13][CH2:14][c:15]2[cH:16][cH:17][c:18]([O:21][CH3:22])[cH:19][cH:20]2)[cH:6][c:7]([C:9](=[O:10])[OH:11])[n:8]1.[CH3:59][N:60]([CH3:61])[CH:62]=[O:63].[CH:23]([N:24]([CH2:25][CH3:26])[CH:27]([CH3:28])[CH3:29])([CH3:30])[CH3:31].[OH2:64].[n:37]1([O:38][C:39]([N:40]([CH3:41])[CH3:42])=[N+:43]([CH3:44])[CH3:45])[c:46]2[cH:47][cH:48][cH:49][cH:50][c:51]2[n:52][n:53]1>>[CH3:1][O:2][c:3]1[n:4][c:5]([NH:12][CH2:13][CH2:14][c:15]2[cH:16][cH:17][c:18]([O:21][CH3:22])[cH:19][cH:20]2)[cH:6][c:7]([C:9](=[O:11])[NH:58][NH:57][C:54]([CH3:55])=[O:56])[n:8]1.